Dataset: the Open Reaction Database (ORD), a public repository of structured organic reaction records. Task: describe an organic reaction: reactants, conditions, products, and yield The reactants are COC(=O)Nc1nc2c(OC)ccc(-c3c[nH]c(NC(=O)OC(C)(C)C)n3)c2s1, CO, Cl. The product is COC(=O)Nc1nc2c(OC)ccc(-c3c[nH]c(N)n3)c2s1. RXN SMILES: [CH3:1][O:2][C:3]([NH:4][c:5]1[s:6][c:7]2[c:8]([n:9]1)[c:10]([O:27][CH3:28])[cH:11][cH:12][c:13]2-[c:14]1[n:15][c:16]([NH:19][C:20]([O:21][C:22]([CH3:23])([CH3:24])[CH3:25])=[O:26])[nH:17][cH:18]1)=[O:29].[CH3:31][OH:32].[ClH:30]>>[CH3:1][O:2][C:3]([NH:4][c:5]1[s:6][c:7]2[c:8]([n:9]1)[c:10]([O:27][CH3:28])[cH:11][cH:12][c:13]2-[c:14]1[n:15][c:16]([NH2:19])[nH:17][cH:18]1)=[O:29]. Reactants: C1CCOC1, CCCCCCC, CCOC(C)=O, ClCCCCCCI, [H-], [Na+], O=C(NCCOCCO)OCc1c2ccccc2cc2ccccc12. Yields the product O=C(NCCOCCOCCCCCCCl)OCc1c2ccccc2cc2ccccc12. As a reaction SMILES: [CH2:28]1[O:29][CH2:30][CH2:31][CH2:32]1.[CH3:41][CH2:42][CH2:43][CH2:44][CH2:45][CH2:46][CH3:47].[CH3:48][CH2:49][O:50][C:51](=[O:52])[CH3:53].[Cl:33][CH2:34][CH2:35][CH2:36][CH2:37][CH2:38][CH2:39][I:40].[H-:26].[Na+:27].[cH:1]1[cH:2][cH:3][cH:4][c:5]2[cH:6][c:7]3[cH:8][cH:9][cH:10][cH:11][c:12]3[c:13]([CH2:15][O:16][C:17]([NH:18][CH2:19][CH2:20][O:21][CH2:22][CH2:23][OH:24])=[O:25])[c:14]12>>[cH:1]1[cH:2][cH:3][cH:4][c:5]2[cH:6][c:7]3[cH:8][cH:9][cH:10][cH:11][c:12]3[c:13]([CH2:15][O:16][C:17]([NH:18][CH2:19][CH2:20][O:21][CH2:22][CH2:23][O:24][CH2:39][CH2:38][CH2:37][CH2:36][CH2:35][CH2:34][Cl:33])=[O:25])[c:14]12. Yields the product Cc1cc(C)cc(-c2[nH]c3ccc(O)cc3c2CCNCCCCc2ccc(OCc3ccccc3)cc2)c1. RXN SMILES: [BH3:41].[CH2:1]([c:2]1[cH:3][cH:4][cH:5][cH:6][cH:7]1)[O:8][c:9]1[cH:10][cH:11][c:12]([CH2:15][CH2:16][CH2:17][C:18](=[O:19])[NH:20][CH2:21][CH2:22][c:23]2[c:24](-[c:33]3[cH:34][c:35]([CH3:40])[cH:36][c:37]([CH3:39])[cH:38]3)[nH:25][c:26]3[cH:27][cH:28][c:29]([OH:32])[cH:30][c:31]23)[cH:13][cH:14]1.[O:42]1[CH2:43][CH2:44][CH2:45][CH2:46]1>>[CH2:1]([c:2]1[cH:3][cH:4][cH:5][cH:6][cH:7]1)[O:8][c:9]1[cH:10][cH:11][c:12]([CH2:15][CH2:16][CH2:17][CH2:18][NH:20][CH2:21][CH2:22][c:23]2[c:24](-[c:33]3[cH:34][c:35]([CH3:40])[cH:36][c:37]([CH3:39])[cH:38]3)[nH:25][c:26]3[cH:27][cH:28][c:29]([OH:32])[cH:30][c:31]23)[cH:13][cH:14]1. The reactants are B, Cc1cc(C)cc(-c2[nH]c3ccc(O)cc3c2CCNC(=O)CCCc2ccc(OCc3ccccc3)cc2)c1, C1CCOC1. Starting materials: NC1=C2C(C(=CN(C2=C(C(=C1F)F)F)C1CC1)C(=O)O)=O (5-amino-1-cyclopropyl-6,7,8-trifluoro-1,4-dihydro-4-oxoquinoline-3-carboxylic acid), C(C)N1CCNCC1 (1-ethylpiperazine). The solvent is C(C)#N (acetonitrile). Yields the product NC1=C2C(C(=CN(C2=C(C(=C1F)N1CCN(CC1)CC)F)C1CC1)C(=O)O)=O (5-amino-1-cyclopropyl-6,8-difluoro-7-(4-ethyl-1-piperazinyl)-1,4-dihydro-4-oxoquinoline-3-carboxylic acid). RXN SMILES: [NH2:1][C:2]1[C:11]([F:12])=[C:10](F)[C:9]([F:14])=[C:8]2[C:3]=1[C:4](=[O:21])[C:5]([C:18]([OH:20])=[O:19])=[CH:6][N:7]2[CH:15]1[CH2:17][CH2:16]1.[CH2:22]([N:24]1[CH2:29][CH2:28][NH:27][CH2:26][CH2:25]1)[CH3:23]>C(#N)C>[NH2:1][C:2]1[C:11]([F:12])=[C:10]([N:27]2[CH2:28][CH2:29][N:24]([CH2:22][CH3:23])[CH2:25][CH2:26]2)[C:9]([F:14])=[C:8]2[C:3]=1[C:4](=[O:21])[C:5]([C:18]([OH:20])=[O:19])=[CH:6][N:7]2[CH:15]1[CH2:16][CH2:17]1. Reported procedure: A mixture of 5-amino-1-cyclopropyl-6,7,8-trifluoro-1,4-dihydro-4-oxoquinoline-3-carboxylic acid, 1-ethylpiperazine, and acetonitrile was refluxed for 5 hours. After cooling, the resulting crystals were filtered, washed with water and recrystallized from ethanol to give 5-amino-1-cyclopropyl-6,8-difluoro-7-(4-ethyl-1-piperazinyl)-1,4-dihydro-4-oxoquinoline-3-carboxylic acid, m.p. 236°-237° C. Starting materials: BrC1=NC=CC=C1 (2-bromo-pyridine), C(CC#C)N1N=C2C(=N1)C=CC=C2Cl (2-(but-3-ynyl)-4-chloro-2H-benzo[d][1,2,3]triazole). Product: ClC1=CC=CC2=NN(N=C21)CCC#CC2=NC=CC=C2 (4-Chloro-2-(4-(pyridin-2-yl)but-3-ynyl)-2H-benzo[d][1,2,3]triazole), N=1NN=C2C1C=CC=C2 (2H-benzo[d][1,2,3]triazole). Reaction SMILES: Br[C:2]1[CH:7]=[CH:6][CH:5]=[CH:4][N:3]=1.[CH2:8]([N:12]1[N:16]=[C:15]2[CH:17]=[CH:18][CH:19]=[C:20]([Cl:21])[C:14]2=[N:13]1)[CH2:9][C:10]#[CH:11]>>[Cl:21][C:20]1[C:14]2[C:15](=[N:16][N:12]([CH2:8][CH2:9][C:10]#[C:11][C:2]3[CH:7]=[CH:6][CH:5]=[CH:4][N:3]=3)[N:13]=2)[CH:17]=[CH:18][CH:19]=1.[N:13]1[NH:12][N:16]=[C:15]2[CH:17]=[CH:18][CH:19]=[CH:20][C:14]=12. Procedure details: The title compound was prepared in accordance with the general method of Example 1, from 2-bromo-pyridine (25 mg, 0.16 mmol) and 2-(but-3-ynyl)-4-chloro-2H-benzo[d][1,2,3]triazole (30 mg, 0.15 mmol). Reaction time: 3 hours. The crude residue was purified by flash chromatography (DCM/MeOH 99:1) to yield 12 mg (42 μmol, 29%) of 4-chloro-2-(pyridin-2-yl)but-3-ynyl)-2H-benzo[d][1,2,3]triazole as an orange solid. Reactants: Cl.Cl.COCCOC=1C=CC2=C(C(=C(O2)C(=O)NC2=NC=C(C=C2)Cl)NC(=O)[C@@H]2CC[C@H](CC2)NC)C1 (Trans-5-(2-methoxyethoxy)-3-[4-(methylamino)cyclohexylcarbonylamino]-N-(5-chloropyridin-2-yl)benzofuran-2-carboxamide dihydrochloride), ON1N=NC2=C1C=CC=C2 (1-hydroxybenzotriazole), Cl.C(C)N=C=NCCCN(C)C (1-ethyl-3-(3-dimethylaminopropyl)carbodiimide hydrochloride), CN(C=O)C (N,N-dimethylformamide), ON1N=NC2=C1C=CC=C2 (1-hydroxybenzotriazole), Cl.C(C)N=C=NCCCN(C)C (1-ethyl-3-(3-dimethylaminopropyl)carbodiimide hydrochloride), C(O)([O-])=O.[Na+] (sodium hydrogen carbonate). Run in C(C)N(CC)CC (triethylamine), C(C)(=O)O (acetic acid), C(C)N(CC)CC (triethylamine), C(C)(=O)O (acetic acid). Reaction conditions: time 15 hour. The product is C(C)(=O)N(C)[C@@H]1CC[C@H](CC1)C(=O)NC1=C(OC2=C1C=C(C=C2)OCCOC)C(=O)NC2=NC=C(C=C2)Cl (Trans-3-[4-(N-acetyl-N-methylamino)cyclohexylcarbonylamino]-5-(2-methoxyethoxy)-N-(5-chloropyridin-2-yl)benzofuran-2-carboxamide). RXN SMILES: Cl.Cl.[CH3:3][O:4][CH2:5][CH2:6][O:7][C:8]1[CH:9]=[CH:10][C:11]2[O:15][C:14]([C:16]([NH:18][C:19]3[CH:24]=[CH:23][C:22]([Cl:25])=[CH:21][N:20]=3)=[O:17])=[C:13]([NH:26][C:27]([C@H:29]3[CH2:34][CH2:33][C@H](NC)[CH2:31][CH2:30]3)=[O:28])[C:12]=2[CH:37]=1.ON1C2C=CC=C[C:42]=2N=N1.Cl.C(N=C=NCCCN(C)C)C.C(=O)([O-])O.[Na+].[CH3:65][N:66]([CH3:69])[CH:67]=[O:68]>C(N(CC)CC)C.C(O)(=O)C>[C:67]([N:66]([C@H:69]1[CH2:33][CH2:34][C@H:29]([C:27]([NH:26][C:13]2[C:12]3[CH:37]=[C:8]([O:7][CH2:6][CH2:5][O:4][CH3:3])[CH:9]=[CH:10][C:11]=3[O:15][C:14]=2[C:16]([NH:18][C:19]2[CH:24]=[CH:23][C:22]([Cl:25])=[CH:21][N:20]=2)=[O:17])=[O:28])[CH2:30][CH2:31]1)[CH3:65])(=[O:68])[CH3:42] |f:0.1.2,4.5,6.7|. Procedure details: Trans-5-(2-methoxyethoxy)-3-[4-(methylamino)cyclohexylcarbonylamino]-N-(5-chloropyridin-2-yl)benzofuran-2-carboxamide dihydrochloride (110 mg) obtained in Example 223 is suspended in N,N-dimethylformamide (5 ml), and thereto are added successively acetic acid (13.2 μl), 1-hydroxybenzotriazole (31 mg), triethylamine (80 μl) and 1-ethyl-3-(3-dimethylaminopropyl)carbodiimide hydrochloride (44 mg), and the mixture is stirred at room temperature for 15 hours. To the reaction solution are added acetic... Starting materials: ClC=1C=C(C(=O)N[C@@H](C)C2=NC3=C(N2)C=CC(=C3)Cl)C=CC1N1OCC=CC1 (3-chloro-N-[(1S)-1-(5-chloro-1H-benzimidazol-2-yl)-ethyl]-4-(3,6-dihydro-[1,2]oxazin-2-yl)-benzamide). Reagents/catalysts: [Pd] (palladium charcoal). Solvent: C(C)(=O)OCC (ethyl acetate). Product: ClC=1C=C(C(=O)N[C@@H](C)C2=NC3=C(N2)C=CC(=C3)Cl)C=CC1N1OCCCC1 (3-chloro-N-[(1S)-1-(5-chloro-1H-benzimidazol-2-yl)-ethyl]-4-([1,2]oxazinan-2-yl)benzamide). Reaction SMILES: [Cl:1][C:2]1[CH:3]=[C:4]([CH:20]=[CH:21][C:22]=1[N:23]1[CH2:28][CH:27]=[CH:26][CH2:25][O:24]1)[C:5]([NH:7][C@H:8]([C:10]1[NH:14][C:13]2[CH:15]=[CH:16][C:17]([Cl:19])=[CH:18][C:12]=2[N:11]=1)[CH3:9])=[O:6]>C(OCC)(=O)C.[Pd]>[Cl:1][C:2]1[CH:3]=[C:4]([CH:20]=[CH:21][C:22]=1[N:23]1[CH2:28][CH2:27][CH2:26][CH2:25][O:24]1)[C:5]([NH:7][C@H:8]([C:10]1[NH:14][C:13]2[CH:15]=[CH:16][C:17]([Cl:19])=[CH:18][C:12]=2[N:11]=1)[CH3:9])=[O:6]. Procedure details: 209 mg (0.50 mmol) 3-chloro-N-[(1S)-1-(5-chloro-1H-benzimidazol-2-yl)-ethyl]-4-(3,6-dihydro-[1,2]oxazin-2-yl)-benzamide together with 100 mg 10% palladium charcoal in 5 ml of ethyl acetate for 7 minutes are hydrogenated at ambient temperature at 5 bar under a hydrogen atmosphere. Then the mixture is suction filtered, the filtrate is evaporated down i. vac. and evaporated again with ether. Starting materials: COC1=CC=C(C=C1)[C@H]1C[C@H](N(C[C@@H]1OCC=1C=CC2=C(N(CCO2)CCCOC)C1)S(=O)(=O)C1=CC=C(C=C1)C)CC(C(=O)O)(C)C (3-[(2S,4R,5R)-4-(4-methoxy-phenyl)-5-[4-(3-methoxy-propyl)-3,4-dihydro-2H-benzo[1,4]oxazin-6-ylmethoxy]-1-(toluene-4-sulfonyl)-piperidin-2-yl]-2,2-dimethyl-propionic acid), C(C)[S-].[Na+] (sodium ethanethiolate). Solvent: Cl (hydrochloric acid), CN(C=O)C (N,N-dimethylformamide). Conditions: temperature 95 celsius. Yields the product OC1=CC=C(C=C1)[C@H]1C[C@H](N(C[C@@H]1OCC=1C=CC2=C(N(CCO2)CCCOC)C1)S(=O)(=O)C1=CC=C(C=C1)C)CC(C(=O)O)(C)C (3-[(2S,4R,5R)-4-(4-Hydroxy-phenyl)-5-[4-(3-methoxy-propyl)-3,4-dihydro-2H-benzo[1,4]oxazin-6-ylmethoxy]-1-(toluene-4-sulfonyl)-piperidin-2-yl]-2,2-dimethyl-propionic acid). Reaction SMILES: C[O:2][C:3]1[CH:8]=[CH:7][C:6]([C@@H:9]2[C@@H:14]([O:15][CH2:16][C:17]3[CH:18]=[CH:19][C:20]4[O:25][CH2:24][CH2:23][N:22]([CH2:26][CH2:27][CH2:28][O:29][CH3:30])[C:21]=4[CH:31]=3)[CH2:13][N:12]([S:32]([C:35]3[CH:40]=[CH:39][C:38]([CH3:41])=[CH:37][CH:36]=3)(=[O:34])=[O:33])[C@H:11]([CH2:42][C:43]([CH3:48])([CH3:47])[C:44]([OH:46])=[O:45])[CH2:10]2)=[CH:5][CH:4]=1.C([S-])C.[Na+]>CN(C)C=O.Cl>[OH:2][C:3]1[CH:8]=[CH:7][C:6]([C@@H:9]2[C@@H:14]([O:15][CH2:16][C:17]3[CH:18]=[CH:19][C:20]4[O:25][CH2:24][CH2:23][N:22]([CH2:26][CH2:27][CH2:28][O:29][CH3:30])[C:21]=4[CH:31]=3)[CH2:13][N:12]([S:32]([C:35]3[CH:36]=[CH:37][C:38]([CH3:41])=[CH:39][CH:40]=3)(=[O:34])=[O:33])[C@H:11]([CH2:42][C:43]([CH3:48])([CH3:47])[C:44]([OH:46])=[O:45])[CH2:10]2)=[CH:5][CH:4]=1 |f:1.2|. Reported procedure: To a stirred solution of 1.1 g of 3-[(2S,4R,5R)-4-(4-methoxy-phenyl)-5-[4-(3-methoxy-propyl)-3,4-dihydro-2H-benzo[1,4]oxazin-6-ylmethoxy]-1-(toluene-4-sulfonyl)-piperidin-2-yl]-2,2-dimethyl-propionic acid (from example 65b) in 10 ml N,N-dimethylformamide are added 1.35 g of sodium ethanethiolate and the reaction mixture is heated to 95° C. for 2 days. The reaction mixture is diluted with 1N hydrochloric acid solution and extracted with tert-butyl methyl ether. The organic phases are combined, dr...